This data is from the Open Reaction Database (ORD), a public repository of structured organic reaction records. The task is: describe an organic reaction: reactants, conditions, products, and yield Reactants: FC(S(=O)(=O)O)(F)F (trifluoromethanesulfonic acid), COC=1C=C(C=CC1)[C@@H](C)N ((R)-1-(3-methoxyphenyl)ethylamine), C([O-])(O)=O.[Na+] (sodium bicarbonate), C(C1=CC=CC=C1)N1C[C@@H](CC1)O ((R)-1-benzyl-3-pyrrolidinol), C(C)(C)N(CC)C(C)C (diisopropylethylamine). Run in C(Cl)Cl (methylene chloride), C(Cl)Cl (methylene chloride), C(Cl)(Cl)Cl (chloroform), C(Cl)Cl (methylene chloride). Conditions: temperature -20 celsius, time 15 minute. Yields the product C(C1=CC=CC=C1)N1C[C@H](CC1)N[C@H](C)C1=CC(=CC=C1)OC ((S)-(1-benzylpyrrolidin-3-yl)-[(R)-1-(3-methoxyphenyl)ethyl]amine). The yield is 28.4%. As a reaction SMILES: [CH2:1]([N:8]1[CH2:12][CH2:11][C@@H:10](O)[CH2:9]1)[C:2]1[CH:7]=[CH:6][CH:5]=[CH:4][CH:3]=1.C(N(C(C)C)CC)(C)C.FC(F)(F)S(O)(=O)=O.[CH3:31][O:32][C:33]1[CH:34]=[C:35]([C@H:39]([NH2:41])[CH3:40])[CH:36]=[CH:37][CH:38]=1.C(=O)(O)[O-].[Na+]>C(Cl)Cl.C(Cl)(Cl)Cl>[CH2:1]([N:8]1[CH2:12][CH2:11][C@H:10]([NH:41][C@@H:39]([C:35]2[CH:36]=[CH:37][CH:38]=[C:33]([O:32][CH3:31])[CH:34]=2)[CH3:40])[CH2:9]1)[C:2]1[CH:7]=[CH:6][CH:5]=[CH:4][CH:3]=1 |f:4.5|. Procedure: To a solution of 8.0 g of (R)-1-benzyl-3-pyrrolidinol and 16.5 ml of diisopropylethylamine dissolved in 400 ml of methylene chloride was added dropwise a solution of 13.4 g of anhydrous trifluoromethanesulfonic acid in 50 ml of a methylene chloride at −20° C. or lower. The reaction mixture was stirred for 15 minutes while maintaining it to −20° C., then, a solution of 9.88 g of (R)-1-(3-methoxyphenyl)ethylamine in 100 ml of methylene chloride was added dropwise to the mixture at −20° C. or lower... Starting materials: solid, ClC1=C(C(=CC(=C1)C(F)(F)F)Cl)NN=C(C1=CC=C(C#N)C=C1)Cl (4-{1-[(2,6-dichloro-4-trifluoromethylphenyl)hydrazono]chloromethyl}benzonitrile), [C-]#N.[Na+] (sodium cyanide). Run in O (water), C(C)O (ethanol), O (water), C(C)O (ethanol), O (water). Run at time 3 hour. Yields the product ClC1=C(C(=CC(=C1)C(F)(F)F)Cl)NN=C(C#N)C1=CC=C(C#N)C=C1 (4-{1-[(2,6-dichloro-4-trifluoromethylphenyl)hydrazono]-2-nitriloethyl}benzonitrile). RXN SMILES: [Cl:1][C:2]1[CH:7]=[C:6]([C:8]([F:11])([F:10])[F:9])[CH:5]=[C:4]([Cl:12])[C:3]=1[NH:13][N:14]=[C:15](Cl)[C:16]1[CH:23]=[CH:22][C:19]([C:20]#[N:21])=[CH:18][CH:17]=1.[C-:25]#[N:26].[Na+]>O.C(O)C>[Cl:1][C:2]1[CH:7]=[C:6]([C:8]([F:11])([F:10])[F:9])[CH:5]=[C:4]([Cl:12])[C:3]=1[NH:13][N:14]=[C:15]([C:16]1[CH:23]=[CH:22][C:19]([C:20]#[N:21])=[CH:18][CH:17]=1)[C:25]#[N:26] |f:1.2|. Procedure: 55 g of solid 4-{1-[(2,6-dichloro-4-trifluoromethylphenyl)hydrazono]chloromethyl}benzonitrile are added in portions in the course of approximately one hour to 11.4 g of sodium cyanide in 270 ml of water and 400 ml of ethanol. After the mixture has been stirred for three hours at room temperature, 200 ml of ethanol and 135 ml of water are added and the mixture is stirred for a further 5 hours. 100 ml of water are added slowly, the precipitate is filtered off and washed with water, and the filter ... Starting materials: O=C([O-])[O-], C1CCOC1, CC(C)n1ncnc1-c1cn2c(n1)-c1ccc(C3CCNCC3)cc1OCC2, CN(C)C(=O)CCl, ClCCl, O=C(O)C(F)(F)F, [K+], [K+]. Product: CC(C)n1ncnc1-c1cn2c(n1)-c1ccc(C3CCN(CC(=O)N(C)C)CC3)cc1OCC2. RXN SMILES: [C:36](=[O:37])([O-:38])[O-:39].[CH2:49]1[O:50][CH2:51][CH2:52][CH2:53]1.[CH:8]([CH3:9])([CH3:10])[n:11]1[n:12][cH:13][n:14][c:15]1-[c:16]1[cH:17][n:18]2[c:24]([n:25]1)-[c:23]1[c:22]([cH:29][c:28]([CH:30]3[CH2:31][CH2:32][NH:33][CH2:34][CH2:35]3)[cH:27][cH:26]1)[O:21][CH2:20][CH2:19]2.[Cl:42][CH2:43][C:44](=[O:45])[N:46]([CH3:47])[CH3:48].[Cl:54][CH2:55][Cl:56].[F:1][C:2]([F:3])([F:4])[C:5]([OH:6])=[O:7].[K+:40].[K+:41]>>[CH:8]([CH3:9])([CH3:10])[n:11]1[n:12][cH:13][n:14][c:15]1-[c:16]1[cH:17][n:18]2[c:24]([n:25]1)-[c:23]1[c:22]([cH:29][c:28]([CH:30]3[CH2:31][CH2:32][N:33]([CH2:43][C:44](=[O:45])[N:46]([CH3:47])[CH3:48])[CH2:34][CH2:35]3)[cH:27][cH:26]1)[O:21][CH2:20][CH2:19]2. Starting materials: NC1=CC=C(C=C1)C (p-toluidine), [Br-] (bromide), C(CCCCCCCC)Br (nonyl bromide), COC1=CC=C(C=C1)N (p-anisidine), 3- or 4-chloroaniline. Yields the product C(CCCCCCC(C)C)Br (isodecylbromide). Reaction SMILES: N[C:2]1C=CC(C)=CC=1.COC1C=CC(N)=CC=1.[Br-].[CH2:19]([Br:28])[CH2:20][CH2:21][CH2:22][CH2:23][CH2:24][CH2:25][CH2:26][CH3:27]>>[CH2:19]([Br:28])[CH2:20][CH2:21][CH2:22][CH2:23][CH2:24][CH2:25][CH:26]([CH3:2])[CH3:27]. Procedure: By the general procedure described in Example 1 using as appropriate p-toluidine, p-anisidine, or 3- or 4-chloroaniline and isoctyl bromide, nonyl bromide or isodecylbromide (complex mixture of isomers) there were obtained: Reactants: S(=O)(=O)(C(F)(F)F)O (TfOH), C(#N)C=1C=C(C=C(C1)F)[C@@H]1N(C[C@H](C1)F)C1=CC=2N(C=C1)N=CC2C(=O)N(CC2=CC=C(C=C2)OC)CC2=CC=C(C=C2)OC (5-((2R,4S)-2-(3-cyano-5-fluorophenyl)-4-fluoropyrrolidin-1-yl)-N,N-bis(4-methoxybenzyl)pyrazolo[1,5-a]pyridine-3-carboxamide), C1(=CC=CC=C1)OC (Anisole). Solvent: C(Cl)Cl (DCM), C(Cl)Cl (DCM). Run at temperature -20 celsius. Product: C(#N)C=1C=C(C=C(C1)F)[C@@H]1N(C[C@H](C1)F)C1=CC=2N(C=C1)N=CC2C(=O)N (5-((2R,4S)-2-(3-cyano-5-fluorophenyl)-4-fluoropyrrolidin-1-yl)pyrazolo[1,5-a]pyridine-3-carboxamide). Reaction SMILES: S(O)(C(F)(F)F)(=O)=O.C1(OC)C=CC=CC=1.[C:17]([C:19]1[CH:20]=[C:21]([C@H:26]2[CH2:30][C@H:29]([F:31])[CH2:28][N:27]2[C:32]2[CH:37]=[CH:36][N:35]3[N:38]=[CH:39][C:40]([C:41]([N:43](CC4C=CC(OC)=CC=4)CC4C=CC(OC)=CC=4)=[O:42])=[C:34]3[CH:33]=2)[CH:22]=[C:23]([F:25])[CH:24]=1)#[N:18]>C(Cl)Cl>[C:17]([C:19]1[CH:20]=[C:21]([C@H:26]2[CH2:30][C@H:29]([F:31])[CH2:28][N:27]2[C:32]2[CH:37]=[CH:36][N:35]3[N:38]=[CH:39][C:40]([C:41]([NH2:43])=[O:42])=[C:34]3[CH:33]=2)[CH:22]=[C:23]([F:25])[CH:24]=1)#[N:18]. Procedure details: A flask was charged with TfOH (136.4 g, 909 mmol) and DCM (505 mL) and cooled to −20° C. Anisole (45 g, 416 mmol) was added followed by a solution of 5-((2R,4S)-2-(3-cyano-5-fluorophenyl)-4-fluoropyrrolidin-1-yl)-N,N-bis(4-methoxybenzyl)pyrazolo[1,5-a]pyridine-3-carboxamide (I-53) (101 g, 166 mmol) in DCM (303 mL). The mixture was warmed to 20° C., and maintained for 15 hours. HPLC showed consumption of (I-53). The reaction was cooled to <0° C. and DCM (1 L) and an aqueous saturated K2CO3 (1 L) ... Starting materials: C(C)(C)(C)OC(N(CCCCO)CC1=CC=CC=C1)=O (benzyl-(4-hydroxy-butyl)-carbamic acid tert butyl ester), Cl (HCl), [Cr](=O)(=O)([O-])O[Cr](=O)(=O)[O-].[NH+]1=CC=CC=C1.[NH+]1=CC=CC=C1 (Pyridinium dichromate), O (water). Solvent: CN(C=O)C (dimethyl formamide), CN(C)C=O (DMF). Conditions: time 8 hour. Yields the product C(C1=CC=CC=C1)N(CCCC(=O)O)C(=O)OC(C)(C)C (N-benzyl-N-(t-butoxy-carbonyl)-4-amino-1-butanoic acid). The yield is 40.5%. Reaction SMILES: [C:1]([O:5][C:6](=[O:20])[N:7]([CH2:13][C:14]1[CH:19]=[CH:18][CH:17]=[CH:16][CH:15]=1)[CH2:8][CH2:9][CH2:10][CH2:11][OH:12])([CH3:4])([CH3:3])[CH3:2].[Cr](O[Cr]([O-])(=O)=O)([O-])(=O)=[O:22].[NH+]1C=CC=CC=1.[NH+]1C=CC=CC=1.O.Cl>CN(C)C=O>[CH2:13]([N:7]([C:6]([O:5][C:1]([CH3:4])([CH3:2])[CH3:3])=[O:20])[CH2:8][CH2:9][CH2:10][C:11]([OH:22])=[O:12])[C:14]1[CH:19]=[CH:18][CH:17]=[CH:16][CH:15]=1 |f:1.2.3|. Procedure details: A solution of benzyl-(4-hydroxy-butyl)-carbamic acid tert butyl ester (9.4 g, 33.7 mmol) in anhydrous dimethyl formamide “DMF” (40 mL) was cooled in an ice bath. Pyridinium dichromate (44 g, 117 mmol) was added in 4 portions of with 15 min intervals. The reaction mixture was allowed to stir overnight at room temperature resulting in a viscous black slurry. The slurry was poured into water (400 mL), acidified to pH 1 with concentrated HCl and extracted with ethyl acetate (3×100 mL). The combined ...